Dataset: the Open Reaction Database (ORD), a public repository of structured organic reaction records. Task: describe an organic reaction: reactants, conditions, products, and yield The reactants are COc1ccc(Nc2ncc(Cl)nc2Br)cn1, CCCC[Sn](CCCC)(CCCC)c1cc(SC)nc(C)n1, [Cs+], [Cu]I, [F-], C1COCCO1, O, c1ccc(P(c2ccccc2)(c2ccccc2)[Pd](P(c2ccccc2)(c2ccccc2)c2ccccc2)(P(c2ccccc2)(c2ccccc2)c2ccccc2)P(c2ccccc2)(c2ccccc2)c2ccccc2)cc1. The product is COc1ccc(Nc2ncc(Cl)nc2-c2cc(SC)nc(C)n2)cn1. Reaction SMILES: [Br:1][c:2]1[c:3]([NH:9][c:10]2[cH:11][n:12][c:13]([O:16][CH3:17])[cH:14][cH:15]2)[n:4][cH:5][c:6]([Cl:8])[n:7]1.[CH3:20][c:21]1[n:22][c:23]([Sn:29]([CH2:30][CH2:31][CH2:32][CH3:33])([CH2:34][CH2:35][CH2:36][CH3:37])[CH2:38][CH2:39][CH2:40][CH3:41])[cH:24][c:25]([S:27][CH3:28])[n:26]1.[Cs+:19].[Cu:49][I:50].[F-:18].[O:42]1[CH2:43][CH2:44][O:45][CH2:46][CH2:47]1.[OH2:48].[cH:51]1[cH:52][cH:53][c:54]([P:55]([Pd:56]([P:57]([c:58]2[cH:59][cH:60][cH:61][cH:62][cH:63]2)([c:64]2[cH:65][cH:66][cH:67][cH:68][cH:69]2)[c:70]2[cH:71][cH:72][cH:73][cH:74][cH:75]2)([P:76]([c:77]2[cH:78][cH:79][cH:80][cH:81][cH:82]2)([c:83]2[cH:84][cH:85][cH:86][cH:87][cH:88]2)[c:89]2[cH:90][cH:91][cH:92][cH:93][cH:94]2)[P:95]([c:96]2[cH:97][cH:98][cH:99][cH:100][cH:101]2)([c:102]2[cH:103][cH:104][cH:105][cH:106][cH:107]2)[c:108]2[cH:109][cH:110][cH:111][cH:112][cH:113]2)([c:114]2[cH:115][cH:116][cH:117][cH:118][cH:119]2)[c:120]2[cH:121][cH:122][cH:123][cH:124][cH:125]2)[cH:126][cH:127]1>>[c:2]1(-[c:23]2[n:22][c:21]([CH3:20])[n:26][c:25]([S:27][CH3:28])[cH:24]2)[c:3]([NH:9][c:10]2[cH:11][n:12][c:13]([O:16][CH3:17])[cH:14][cH:15]2)[n:4][cH:5][c:6]([Cl:8])[n:7]1. Starting materials: [Ti](Cl)(Cl)(Cl)Cl (titanium tetrachloride), C(CC)[N-]CCC.[Li+] (lithium dipropylamide). Solvent: C1(=CC=CC=C1)C (toluene). Run at time 30 minute. Product: product, C(CC)[N-]CCC.C(CC)[N-]CCC.C(CC)[N-]CCC.C(CC)[N-]CCC.[Ti+4] (titanium tetrakis(dipropylamide)). RXN SMILES: [Ti:1](Cl)(Cl)(Cl)Cl.[CH2:6]([N-:9][CH2:10][CH2:11][CH3:12])[CH2:7][CH3:8].[Li+]>C1(C)C=CC=CC=1>[CH2:6]([N-:9][CH2:10][CH2:11][CH3:12])[CH2:7][CH3:8].[CH2:6]([N-:9][CH2:10][CH2:11][CH3:12])[CH2:7][CH3:8].[CH2:6]([N-:9][CH2:10][CH2:11][CH3:12])[CH2:7][CH3:8].[CH2:6]([N-:9][CH2:10][CH2:11][CH3:12])[CH2:7][CH3:8].[Ti+4:1] |f:1.2,4.5.6.7.8|. Reported procedure: The same apparatus described in Step (1) of Example 1-F is used in this procedure. The 250 ml dropping funnel is charged with toluene, 100 ml, and titanium tetrachloride, 10.7 g (0.0562 mole). This is added dropwise to the flask containing lithium dipropylamide while stirring magnetically. Total addition times are typically 30 minutes. The mixture is then refluxed for 1.5 hours. All volatiles are removed by distillation and under vacuum to give a deeply colored brown, oily residue. The residue i... Starting materials: COC1=CC=C(C=C1)N (p-anisidine), CN(C1=CC=CC=C1)C (dimethylaniline), CC=1C=C(C(C(=O)O)=CC1)OC(C)=O (4-Methyl-acetylsalicylic acid), acid chloride, acid chloride. Solvent: CC(=O)C (acetone), CC(=O)C (acetone). The product is OC1=C(C(=O)NC2=CC=C(C=C2)OC)C=CC(=C1)C (2-hydroxy-4-methyl-4'-methoxybenzanilide). The yield is 80.0%. Reaction SMILES: [CH3:1][C:2]1[CH:3]=[C:4]([O:11]C(=O)C)[C:5](=[CH:9][CH:10]=1)[C:6]([OH:8])=O.[CH3:15][O:16][C:17]1[CH:22]=[CH:21][C:20]([NH2:23])=[CH:19][CH:18]=1.CN(C)C1C=CC=CC=1>CC(C)=O>[OH:11][C:4]1[CH:3]=[C:2]([CH3:1])[CH:10]=[CH:9][C:5]=1[C:6]([NH:23][C:20]1[CH:21]=[CH:22][C:17]([O:16][CH3:15])=[CH:18][CH:19]=1)=[O:8]. Reported procedure: 4-Methyl-acetylsalicylic acid (5 g.) was converted to its acid chloride by a conventional method and dissolved in acetone (200 ml.). Then p-anisidine (3.2 g.) and dimethylaniline (3.1 g.) were dissolved in acetone (100 ml.) and the above acid chloride solution was added by drops while cooling and mixing; agitation was maintained for 1 to 2 hours. Then the reaction mixture was concentrated under reduced pressure, and the residue was dissolved in ethyl acetate and treated as in the similar method ... Starting materials: [Cl-].[NH4+] (ammonium chloride), C1(=CC=CC=C1)[Mg]Cl (phenylmagnesium chloride), [N+](=O)([O-])C1=C(C=CC=C1)I (2-nitro-iodobenzene), C1(CCCCC1)=O (cyclohexanone). Solvent: CCCCCC.CCOC(=O)C (hexane EtOAc), C1CCOC1 (THF). Run at time 15 minute. Yields the product [N+](=O)([O-])C1=C(C=CC=C1)C1(CCCCC1)O (1-(2-nitro-phenyl)-cyclohexanol). As a reaction SMILES: C1([Mg]Cl)C=CC=CC=1.[N+:9]([C:12]1[CH:17]=[CH:16][CH:15]=[CH:14][C:13]=1I)([O-:11])=[O:10].[C:19]1(=[O:25])[CH2:24][CH2:23][CH2:22][CH2:21][CH2:20]1.[Cl-].[NH4+]>CCCCCC.CCOC(C)=O.C1COCC1>[N+:9]([C:12]1[CH:17]=[CH:16][CH:15]=[CH:14][C:13]=1[C:19]1([OH:25])[CH2:24][CH2:23][CH2:22][CH2:21][CH2:20]1)([O-:11])=[O:10] |f:3.4,5.6|. Procedure details: 40.16 mL (80.32 mmol) phenylmagnesium chloride (2 M in THF) are added dropwise at −50° C. to a solution of 20.0 g (80.32 mmol) 2-nitro-iodobenzene in abs. THF (150 mL) under a nitrogen atmosphere. After stirring for 15 min. 9.98 mL (96.30 mmol) cyclohexanone are added quickly. The mixture is heated to RT and stirred for a further 2 h. Sat. aqueous ammonium chloride solution is added and the aqueous phase is exhaustively extracted with EtOAc. The combined org. extracts are washed with sat. aqueou... Starting materials: COc1ccc2ccc(S(=O)(=O)Cl)cc2c1, O=S(=O)(Cl)c1cc2ccc(Cl)cc2s1, ClCCl, Cl, NC1CCN(Cc2ccc3ccc(Cl)nc3c2)C1=O. The product is O=C1C(NS(=O)(=O)c2cc3ccc(Cl)cc3s2)CCN1Cc1ccc2ccc(Cl)nc2c1. Reaction SMILES: [CH3:35][O:36][c:37]1[cH:38][c:39]2[c:40]([cH:41][cH:42][c:43]([S:44]([Cl:45])(=[O:46])=[O:47])[cH:48]2)[cH:49][cH:50]1.[Cl:21][c:22]1[cH:23][cH:24][c:25]2[c:26]([s:27][c:28]([S:30](=[O:31])(=[O:32])[Cl:33])[cH:29]2)[cH:34]1.[Cl:51][CH2:52][Cl:53].[ClH:1].[NH2:2][CH:3]1[C:4](=[O:20])[N:5]([CH2:8][c:9]2[cH:10][cH:11][c:12]3[cH:13][cH:14][c:15]([Cl:19])[n:16][c:17]3[cH:18]2)[CH2:6][CH2:7]1>>[NH:2]([CH:3]1[C:4](=[O:20])[N:5]([CH2:8][c:9]2[cH:10][cH:11][c:12]3[cH:13][cH:14][c:15]([Cl:19])[n:16][c:17]3[cH:18]2)[CH2:6][CH2:7]1)[S:30]([c:28]1[s:27][c:26]2[c:25]([cH:24][cH:23][c:22]([Cl:21])[cH:34]2)[cH:29]1)(=[O:31])=[O:32].